Dataset: the Open Reaction Database (ORD), a public repository of structured organic reaction records. Task: describe an organic reaction: reactants, conditions, products, and yield Reactants: CC(=O)O, CO, CCCC=O, NC1(OO)CCCCC1, N. The product is O=C1CCCCC1, CCCC=O. As a reaction SMILES: [C:15]([OH:16])(=[O:17])[CH3:18].[CH3:20][OH:21].[CH:10]([CH2:11][CH2:12][CH3:13])=[O:14].[NH2:1][C:2]1([O:8][OH:9])[CH2:3][CH2:4][CH2:5][CH2:6][CH2:7]1.[NH3:19]>>[C:2]1(=[O:8])[CH2:3][CH2:4][CH2:5][CH2:6][CH2:7]1.[CH:10]([CH2:11][CH2:12][CH3:13])=[O:14]. The reactants are C1(CC1)COC1=C(C=CC=C1OC)/C=C/C=1N=C2N(C(C1I)=O)C=CS2 (7-{(E)-2-[2-(Cyclopropylmethoxy)-3-methoxyphenyl]vinyl}-6-iodo-5H-[1,3]thiazolo[3,2-a]pyrimidin-5-one), CC(COC1=C(C=CC=C1OC)/C=C/C=1N=C2N(C(C1)=O)C=CS2)(C)C (7-{(E)-2-[2-(2,2-Dimethylpropoxy)-3-methoxyphenyl]vinyl}-5H-[1,3]thiazolo-[3,2-a]pyrimidin-5-one), intermediate, IN1C(CCC1=O)=O (N-iodosuccinimide). Solvent: C(C)#N (acetonitrile). Yields the product CC(COC1=C(C=CC=C1OC)/C=C/C=1N=C2N(C(C1I)=O)C=CS2)(C)C (7-{(E)-2-[2-(2,2-Dimethylpropoxy)-3-methoxyphenyl]vinyl}-6-iodo-5H-[1,3]thiazolo[3,2-a]pyrimidin-5-one). RXN SMILES: [CH3:1][C:2]([CH3:26])([CH3:25])[CH2:3][O:4][C:5]1[C:10]([O:11][CH3:12])=[CH:9][CH:8]=[CH:7][C:6]=1/[CH:13]=[CH:14]/[C:15]1[N:16]=[C:17]2[S:24][CH:23]=[CH:22][N:18]2[C:19](=[O:21])[CH:20]=1.[I:27]N1C(=O)CCC1=O.C1(COC2C(OC)=CC=CC=2/C=C/C2N=C3SC=CN3C(=O)C=2I)CC1>C(#N)C>[CH3:1][C:2]([CH3:26])([CH3:25])[CH2:3][O:4][C:5]1[C:10]([O:11][CH3:12])=[CH:9][CH:8]=[CH:7][C:6]=1/[CH:13]=[CH:14]/[C:15]1[N:16]=[C:17]2[S:24][CH:23]=[CH:22][N:18]2[C:19](=[O:21])[C:20]=1[I:27]. Reported procedure: A solution of Step 1 intermediate (275 mg, 5.816 mmol) was treated with N-iodosuccinimide (143 g, 6.327 mmol) in acetonitrile (10 ml) according to the procedure described in Step 4 of Intermediate 2 to afford a crude product which was purified by column chromatography using 2% ethyl acetate in chloroform as eluent to afford 510 mg of the desired compound as a yellow solid; 1H NMR (300 MHz, DMSO-d6) 1.08 (s, 9H), 3.58 (m, 2H), 3.81 (m, 3H), 7.07-7.12 (m, 2H), 7.30-7.33 (m, 2H), 7.41-7.48 (m, 1H),... As a reaction SMILES: [F:1][S:2]([C:5]1[CH:6]=[C:7]([S:11]([NH:14][C:15]2[CH:24]=[CH:23][CH:22]=[C:21]3[C:16]=2[C:17]([N:26]=[N:27][C:28]2[CH:33]=[CH:32][C:31]([N+:34]([O-:36])=[O:35])=[CH:30][C:29]=2[S:37]([CH3:40])(=[O:39])=[O:38])=[CH:18][CH:19]=[C:20]3[OH:25])(=[O:13])=[O:12])[CH:8]=[CH:9][CH:10]=1)(=[O:4])=[O:3].S(Cl)([Cl:44])(=O)=O>>[Cl:44][C:19]1[CH:18]=[C:17]([N:26]=[N:27][C:28]2[CH:33]=[CH:32][C:31]([N+:34]([O-:36])=[O:35])=[CH:30][C:29]=2[S:37]([CH3:40])(=[O:38])=[O:39])[C:16]2[C:21](=[CH:22][CH:23]=[CH:24][C:15]=2[NH:14][S:11]([C:7]2[CH:8]=[CH:9][CH:10]=[C:5]([S:2]([F:1])(=[O:3])=[O:4])[CH:6]=2)(=[O:13])=[O:12])[C:20]=1[OH:25]. Yields the product ClC1=C(C2=CC=CC(=C2C(=C1)N=NC1=C(C=C(C=C1)[N+](=O)[O-])S(=O)(=O)C)NS(=O)(=O)C1=CC(=CC=C1)S(=O)(=O)F)O (2-Chloro-5-(m-fluorosulfonylbenzenesulfonamido)-4-(2-methylsulfonyl-4-nitrophenylazo)-1-naphthol). Starting materials: FS(=O)(=O)C=1C=C(C=CC1)S(=O)(=O)NC1=C2C(=CC=C(C2=CC=C1)O)N=NC1=C(C=C(C=C1)[N+](=O)[O-])S(=O)(=O)C (5-(m-Fluorosulfonylbenzenesulfonamido)-4-(2-methylsulfonyl-4-nitrophenylazo)-1-naphthol), Compound A, S(=O)(=O)(Cl)Cl (sulfuryl chloride). Procedure: 5-(m-Fluorosulfonylbenzenesulfonamido)-4-(2-methylsulfonyl-4-nitrophenylazo)-1-naphthol (52 g.) (Compound A of Example 13 of U.S. Pat. No. 3,929,760, issued Dec. 30, 1975) is chlorinated by stirring with sulfuryl chloride (200 ml.) for 21 hours at 30°-31° C. The slurry is cooled to 15° and filtered. The resulting solid is then purified by stirring successively with 800 ml. ice water, 100 ml. methanol, 200 ml. acetone (40° C.), and 300 ml. acetone (40°), filtering the resulting slurry each time (... Reactants: N (Ammonia), NCC1=NC(=NN1C)C(=O)OCC (ethyl 5-aminomethyl-1-methyl-1H-[1,2,4]-triazole-3-carboxylate). Solvent: C(C)O (ethanol). Conditions: time 8 hour. Yields the product NCC1=NC(=NN1C)C(=O)N (5-Aminomethyl-1-methyl-1H-[1,2,4]-triazole-3-carboxamide). RXN SMILES: [NH3:1].[NH2:2][CH2:3][C:4]1[N:8]([CH3:9])[N:7]=[C:6]([C:10]([O:12]CC)=O)[N:5]=1>C(O)C>[NH2:2][CH2:3][C:4]1[N:8]([CH3:9])[N:7]=[C:6]([C:10]([NH2:1])=[O:12])[N:5]=1. Procedure: Ammonia gas was passed for 20 minutes at −10° C. into a solution of 6.8 g (not more than 23.2 mmol) of ethyl 5-aminomethyl-1-methyl-1H-[1,2,4]-triazole-3-carboxylate in 200 ml of ethanol. Stirring was continued for one hour at 0° C. and overnight at room temperature. Since the reaction was incomplete, the procedure of passing in gas was repeated twice more (as described above) and the mixture was stirred overnight at 0° C. The mixture was concentrated on a rotary evaporator and the residue was p... Starting materials: BrC=1C=C(N=NC1)Cl (5-bromo-3-chloropyridazine), CC1=C(C=C(C=N1)NC(C1=CC(=CC=C1)C(F)(F)F)=O)B1OC(C(O1)(C)C)(C)C (N-(6-methyl-5-(4,4,5,5-tetramethyl-1,3,2-dioxaborolan-2-yl)pyridin-3-yl)-3-(trifluoromethyl)benzamide), C([O-])([O-])=O.[Na+].[Na+] (sodium carbonate). The reagents and catalysts are C1=CC=C(C=C1)P([C-]2C=CC=C2)C3=CC=CC=C3.C1=CC=C(C=C1)P([C-]2C=CC=C2)C3=CC=CC=C3.Cl[Pd]Cl.[Fe+2] (PdCl2(dppf)). The solvent is COCCOC (DME). Run at temperature 108 celsius. Yields the product ClC1=CC(=CN=N1)C=1C=C(C=NC1C)NC(C1=CC(=CC=C1)C(F)(F)F)=O (N-(5-(6-chloropyridazin-4-yl)-6-methylpyridin-3-yl)-3-(trifluoromethyl)benzamide). Reaction SMILES: Br[C:2]1[CH:3]=[C:4]([Cl:8])[N:5]=[N:6][CH:7]=1.[CH3:9][C:10]1[N:15]=[CH:14][C:13]([NH:16][C:17](=[O:28])[C:18]2[CH:23]=[CH:22][CH:21]=[C:20]([C:24]([F:27])([F:26])[F:25])[CH:19]=2)=[CH:12][C:11]=1B1OC(C)(C)C(C)(C)O1.C(=O)([O-])[O-].[Na+].[Na+]>COCCOC.C1C=CC(P(C2C=CC=CC=2)[C-]2C=CC=C2)=CC=1.C1C=CC(P(C2C=CC=CC=2)[C-]2C=CC=C2)=CC=1.Cl[Pd]Cl.[Fe+2]>[Cl:8][C:4]1[N:5]=[N:6][CH:7]=[C:2]([C:11]2[CH:12]=[C:13]([NH:16][C:17](=[O:28])[C:18]3[CH:23]=[CH:22][CH:21]=[C:20]([C:24]([F:25])([F:27])[F:26])[CH:19]=3)[CH:14]=[N:15][C:10]=2[CH3:9])[CH:3]=1 |f:2.3.4,6.7.8.9|. Reported procedure: A mixture of 5-bromo-3-chloropyridazine (1.0 equiv.), N-(6-methyl-5-(4,4,5,5-tetramethyl-1,3,2-dioxaborolan-2-yl)pyridin-3-yl)-3-(trifluoromethyl)benzamide (1.2 equiv.), sodium carbonate (2 M, 8 equiv.) and PdCl2(dppf) (0.5 equiv.) in DME (0.1 M) were heated to 108° C. for 13 min in the microwave. After removing the DME soluble portion and concentrating, the resulting solid was partitioned between EtOAc and water. The organic phase was washed with brine and then dried over sodium sulfate. After ... Starting materials: NC=1SC(=C(N1)C(=O)N1[C@@H]([C@H]2C[C@H]2C1)CN)C1=CC(=CC=C1)F ([2-Amino-5-(3-fluoro-phenyl)-thiazol-4-yl]-((1S,2S,5R)-2-aminomethyl-3-aza-bicyclo[3.1.0]hex-3-yl)-methanone), FC(C=1C=C(C(=O)O)C=CC1)(F)F (3-Trifluoromethyl-benzoic acid). Yields the product NC=1SC(=C(N1)C(=O)N1[C@@H]([C@H]2C[C@H]2C1)CNC(C1=CC(=CC=C1)C(F)(F)F)=O)C1=CC(=CC=C1)F (N-{(1S,2S,5R)-3-[2-Amino-5-(3-fluoro-phenyl)-thiazole-4-carbonyl]-3-aza-bicyclo[3.1.0]hex-2-ylmethyl}-3-trifluoromethyl-benzamide). Reaction SMILES: [NH2:1][C:2]1[S:3][C:4]([C:17]2[CH:22]=[CH:21][CH:20]=[C:19]([F:23])[CH:18]=2)=[C:5]([C:7]([N:9]2[CH2:14][C@H:13]3[C@H:11]([CH2:12]3)[C@H:10]2[CH2:15][NH2:16])=[O:8])[N:6]=1.[F:24][C:25]([F:36])([F:35])[C:26]1[CH:27]=[C:28]([CH:32]=[CH:33][CH:34]=1)[C:29](O)=[O:30]>>[NH2:1][C:2]1[S:3][C:4]([C:17]2[CH:22]=[CH:21][CH:20]=[C:19]([F:23])[CH:18]=2)=[C:5]([C:7]([N:9]2[CH2:14][C@H:13]3[C@H:11]([CH2:12]3)[C@H:10]2[CH2:15][NH:16][C:29](=[O:30])[C:28]2[CH:32]=[CH:33][CH:34]=[C:26]([C:25]([F:24])([F:35])[F:36])[CH:27]=2)=[O:8])[N:6]=1. Reported procedure: prepared by reaction of [2-Amino-5-(3-fluoro-phenyl)-thiazol-4-yl]-((1S,2S,5R)-2-aminomethyl-3-aza-bicyclo[3.1.0]hex-3-yl)-methanone with 3-Trifluoromethyl-benzoic acid. LC-MS (basic): tR=0.86 min; [M+H]+=505.3.